From a dataset of the Open Reaction Database (ORD), a public repository of structured organic reaction records. describe an organic reaction: reactants, conditions, products, and yield Starting materials: ClC1=C(C=C(C(=C1)Cl)OC(C=C=O)OCC)N1N=C2N(CCCC2)C1=O (2-[2,4-dichloro-5-(1-ethoxy-carbonylethoxy)-phenyl]-5,6,7,8-tetrahydro-1,2,4-triazolo[4,3-A]pyridin-3(2H)-one), C([O-])(O)=O.[Na+] (sodium bicarbonate), Cl (hydrochloric acid), O1CCOCC1 (dioxane). The solvent is O (water). Yields the product ClC1=C(C=C(C(=C1)Cl)OC(C)C(=O)O)N1N=C2N(CCCC2)C1=O (2[2,4-dichloro-5-(1-carboxy-ethoxy)-phenyl]-5,6,7,8-tetrahydro-1,2,4-triazolo[4,3-A]pyridine-3(2H)-one). As a reaction SMILES: [Cl:1][C:2]1[CH:7]=[C:6]([Cl:8])[C:5]([O:9][CH:10](OCC)[CH:11]=C=O)=[CH:4][C:3]=1[N:17]1[C:25](=[O:26])[N:20]2[CH2:21][CH2:22][CH2:23][CH2:24][C:19]2=[N:18]1.Cl.O1CCOCC1.[C:34](=[O:37])(O)[O-:35].[Na+]>O>[Cl:1][C:2]1[CH:7]=[C:6]([Cl:8])[C:5]([O:9][CH:10]([C:34]([OH:35])=[O:37])[CH3:11])=[CH:4][C:3]=1[N:17]1[C:25](=[O:26])[N:20]2[CH2:21][CH2:22][CH2:23][CH2:24][C:19]2=[N:18]1 |f:3.4|. Procedure details: 10.8 Parts of 2-[2,4-dichloro-5-(1-ethoxy-carbonylethoxy)-phenyl]-5,6,7,8-tetrahydro-1,2,4-triazolo[4,3-A]pyridin-3(2H)-one, 20.6 parts of concentrated hydrochloric acid (38%) and 175 parts of dioxane were combined and heated to 80° for 30 hours. After cooling the solution was poured into 750 parts of water. The pH of the solution was raised to 8-9 by addition of solid sodium bicarbonate. The aqueous solution of the product was then extracted three times with 250 parts of methylene chloride. The... RXN SMILES: [Br:1][C:2]1[CH:7]=[CH:6][C:5]([N:8]2[CH2:13][CH2:12][NH:11][CH2:10][CH2:9]2)=[CH:4][CH:3]=1.[F:14][C:15]1([F:21])[CH2:17][CH:16]1[C:18](O)=[O:19].CN(C)CCCN=C=NCC.CCN(C(C)C)C(C)C>CN(C=O)C.C(O)C.CCCCCCC>[Br:1][C:2]1[CH:3]=[CH:4][C:5]([N:8]2[CH2:13][CH2:12][N:11]([C:18]([CH:16]3[CH2:17][C:15]3([F:21])[F:14])=[O:19])[CH2:10][CH2:9]2)=[CH:6][CH:7]=1. Reactants: BrC1=CC=C(C=C1)N1CCNCC1 (1-(4-bromophenyl)piperazine), FC1(C(C1)C(=O)O)F (2,2-difluorocyclopropanecarboxylic acid), CN(CCCN=C=NCC)C (N-[3-(dimethylamino)propyl]-N′-ethylcarbodiimide), CCN(C(C)C)C(C)C (DIEA). Reaction conditions: temperature 50 celsius, time 1 hour. Run in C(C)O (ethanol), CCCCCCC (heptane), CN(C)C=O (DMF). Yields the product BrC1=CC=C(C=C1)N1CCN(CC1)C(=O)C1C(C1)(F)F ([4-(4-bromophenyl)piperazin-1-yl](2,2-difluorocyclopropyl)methanone). Reported procedure: To a solution of 1-(4-bromophenyl)piperazine (2.53 g, 10.5 mmol) in DMF (10 mL) was added 2,2-difluorocyclopropanecarboxylic acid (1.92 g, 15.7 mmol) 1H-benzotriazol-1-ol (2.84 g, 21.0 mmol), N-[3-(dimethylamino)propyl]-N′-ethylcarbodiimide (3.26 g, 21.0 mmol) and DIEA (7.31 mL, 42.0 mmol). The resulting mixture was stirred at 50° C. for 1 h. The reaction mixture was then quenched with saturated ammonium chloride solution, extracted with ethyl acetate, and concentrated in vacuo. Purification by ... Starting materials: C(C)Cl (ethyl chloride), CC1=C(C(=O)Cl)C(=CC(=C1)C)C (2,4,6-trimethylbenzoyl chloride), C(C)Cl (Ethyl chloride), C1(=CC=CC=C1)P(OCC)OC1=CC=C(C=C1)OC (monoethyl mono-4-methoxyphenyl phenylphosphonite). The solvent is C(C)N(CC)CC (triethylamine). Conditions: time 90 minute. Product: C1(=CC=CC=C1)P(OC1=CC=C(C=C1)OC)(=O)C(C1=C(C=C(C=C1C)C)C)=O (4-methoxyphenyl phenyl-2,4,6-trimethylbenzoylphosphinate). The yield is 65.0%. As a reaction SMILES: [CH3:1][C:2]1[CH:10]=[C:9]([CH3:11])[CH:8]=[C:7]([CH3:12])[C:3]=1[C:4](Cl)=[O:5].[C:13]1([P:19]([O:23][C:24]2[CH:29]=[CH:28][C:27]([O:30][CH3:31])=[CH:26][CH:25]=2)[O:20]CC)[CH:18]=[CH:17][CH:16]=[CH:15][CH:14]=1.C(Cl)C>C(N(CC)CC)C>[C:13]1([P:19]([C:4](=[O:5])[C:3]2[C:2]([CH3:1])=[CH:10][C:9]([CH3:11])=[CH:8][C:7]=2[CH3:12])(=[O:20])[O:23][C:24]2[CH:25]=[CH:26][C:27]([O:30][CH3:31])=[CH:28][CH:29]=2)[CH:18]=[CH:17][CH:16]=[CH:15][CH:14]=1. Procedure details: 59.5 g (0.326 mol) of 2,4,6-trimethylbenzoyl chloride and 0.75 g of triethylamine were heated to 115° C. and 45 g (0.163 mol) of monoethyl mono-4-methoxyphenyl phenylphosphonite were added dropwise in one hour under a nitrogen atmosphere and with vigorous stirring. Ethyl chloride was given off as a gas and was condensed in a downstream cold trap. The mixture was then further stirred at 110° to 115° C. for 90 minutes. In total, at the end of the reaction, 9 g (88% of theory) of ethyl chloride wer... The reactants are N#Cc1nn(-c2c(Cl)cc(C(F)(F)F)cc2Cl)c(Br)c1S(=O)(=O)C(F)(F)F, O=C([O-])[O-], CNCCO, CN(C)C=O, [Cl-], [K+], [K+], [NH4+]. Yields the product CN(CCO)c1c(S(=O)(=O)C(F)(F)F)c(C#N)nn1-c1c(Cl)cc(C(F)(F)F)cc1Cl. RXN SMILES: [Br:7][c:8]1[c:9]([S:27](=[O:28])(=[O:29])[C:30]([F:31])([F:32])[F:33])[c:10]([C:25]#[N:26])[n:11][n:12]1-[c:13]1[c:14]([Cl:24])[cH:15][c:16]([C:20]([F:21])([F:22])[F:23])[cH:17][c:18]1[Cl:19].[C:1](=[O:2])([O-:3])[O-:4].[CH3:34][NH:35][CH2:36][CH2:37][OH:38].[CH3:41][N:42]([CH3:43])[CH:44]=[O:45].[Cl-:39].[K+:5].[K+:6].[NH4+:40]>>[c:8]1([N:35]([CH3:34])[CH2:36][CH2:37][OH:38])[c:9]([S:27](=[O:28])(=[O:29])[C:30]([F:31])([F:32])[F:33])[c:10]([C:25]#[N:26])[n:11][n:12]1-[c:13]1[c:14]([Cl:24])[cH:15][c:16]([C:20]([F:21])([F:22])[F:23])[cH:17][c:18]1[Cl:19]. Reactants: C1CN2C[C@@H]([C@H]([C@@H]([C@H]2[C@H]1O)O)O)O (castanospermine), C(C)(=O)OC=C (vinyl acetate). The product is C(C)(=O)OC1CCN2CC(C(C(C12)O)O)O (octahydro-1,6,7,8-indolizinetetrol 1-acetate). Isolated yield 91.0%. RXN SMILES: [CH2:1]1[C@H:9]([OH:10])[C@H:8]2[N:3]([CH2:4][C@H:5]([OH:13])[C@@H:6]([OH:12])[C@@H:7]2[OH:11])[CH2:2]1.[C:14](OC=C)(=[O:16])[CH3:15]>>[C:14]([O:10][CH:9]1[CH:8]2[N:3]([CH2:4][CH:5]([OH:13])[CH:6]([OH:12])[CH:7]2[OH:11])[CH2:2][CH2:1]1)(=[O:16])[CH3:15]. Reported procedure: The same general procedure was repeated using castanospermine and vinyl acetate (2.2 mmol) and a reaction time of 84 hours to give [1S-(1α, 6β,7α, 8β, 8aβ)]-octahydro-1,6,7,8-indolizinetetrol 1-acetate melting at about 151°-153° C. (yield, 91%) Reactants: O=C([O-])[O-], CCOC(C)=O, CN(C)C=O, CI, [K+], [K+], CCOC(=O)Cc1nsc2ccc(-n3c(=O)cc(C(F)(F)F)[nH]c3=O)cc12, O. RXN SMILES: [C:28](=[O:29])([O-:30])[O-:31].[CH3:36][CH2:37][O:38][C:39](=[O:40])[CH3:41].[CH3:42][N:43]([CH3:44])[CH:45]=[O:46].[I:34][CH3:35].[K+:32].[K+:33].[O:1]=[c:2]1[n:3](-[c:13]2[cH:14][cH:15][c:16]3[c:17]([c:18]([CH2:21][C:22](=[O:23])[O:24][CH2:25][CH3:26])[n:19][s:20]3)[cH:27]2)[c:4](=[O:12])[cH:5][c:6]([C:8]([F:9])([F:10])[F:11])[nH:7]1.[OH2:47]>>[O:1]=[c:2]1[n:3](-[c:13]2[cH:14][cH:15][c:16]3[c:17]([c:18]([CH2:21][C:22](=[O:23])[O:24][CH2:25][CH3:26])[n:19][s:20]3)[cH:27]2)[c:4](=[O:12])[cH:5][c:6]([C:8]([F:9])([F:10])[F:11])[n:7]1[CH3:28]. Product: CCOC(=O)Cc1nsc2ccc(-n3c(=O)cc(C(F)(F)F)n(C)c3=O)cc12. Reactants: C1(O)=C(O)C(O)=CC=C1 (pyrogallol), C(OC)(OC)OC (trimethyl orthoformate), ClC(C)Cl (dichloroethane). Solvent: ClCCCl (1,2-dichloroethane). The product is OC1=CC=CC=2OC(OC21)OC (4-hydroxy-2-methoxy-1,3-benzodioxole). As a reaction SMILES: [C:1]1([CH:9]=[CH:8][CH:7]=[C:5]([OH:6])[C:3]=1[OH:4])[OH:2].[CH:10](OC)(OC)[O:11][CH3:12].ClC(Cl)C>ClCCCl>[OH:2][C:1]1[C:3]2[O:4][CH:10]([O:11][CH3:12])[O:6][C:5]=2[CH:7]=[CH:8][CH:9]=1. Procedure: A mixture of pyrogallol (25 parts), trimethyl orthoformate (32 parts) and 1,2-dichloroethane (250 parts) was heated with continuous distillation of the solvent for 4 hours. The volume of solvent was kept constant by simultaneous addition of dichloroethane. The mixture was then washed three times with water and dried over sodium sulphate. Removal of the solvent under reduced pressure and distillation of the residue gave 4-hydroxy-2-methoxy-1,3-benzodioxole, boiling point 104°-105° C/1 mmHg. Reactants: CSC1=CC=C(C#N)C=C1 (4-methylthiobenzonitrile), COC1=CC=C(N)C=C1 (4-methoxyaniline), [K+].[Br-] (KBr). The product is COC1=CC=C(C=C1)NC(=N)C1=CC=C(C=C1)SC (N-(4-Methoxyphenyl)-4-(methylthio)benzenecarboximidamide). Yield: 76.8%. Reaction SMILES: [CH3:1][S:2][C:3]1[CH:10]=[CH:9][C:6]([C:7]#[N:8])=[CH:5][CH:4]=1.[CH3:11][O:12][C:13]1[CH:19]=[CH:18][C:16]([NH2:17])=[CH:15][CH:14]=1.[K+].[Br-]>>[CH3:11][O:12][C:13]1[CH:19]=[CH:18][C:16]([NH:17][C:7]([C:6]2[CH:9]=[CH:10][C:3]([S:2][CH3:1])=[CH:4][CH:5]=2)=[NH:8])=[CH:15][CH:14]=1 |f:2.3|. Procedure details: The title compound was prepared from 4-methylthiobenzonitrile (12.11 g, 81 mmol) and 4-methoxyaniline (10 g, 81 mmol) by following the procedure described in preparation 10 (17 g, yield 76.84%, mp 166-168° C., purity 97.25% by HPLC). 1H-NMR (CDCl3):δ 2.51 (s, 3H), 3.80 (s, 3H), 4.80 (bs, 2H, D2O exchangeable), 6.91 (s, 4H), 7.26-7.29 (m, 2H), 7.78-7.8 (d, 2H). IR (KBr) cm−1: 3461, 3320, 2949, 2922, 2829, 1615. MS m/z:273.1 (M+).